From a dataset of the Open Reaction Database (ORD), a public repository of structured organic reaction records. describe an organic reaction: reactants, conditions, products, and yield Starting materials: Brc1ccc2c(c1)C=C2, CN(C)C=O, [Cl-], [Mg], [NH4+], C1CCOC1. Product: O=Cc1ccc2c(c1)C=C2. As a reaction SMILES: [Br:7][c:8]1[cH:9][c:10]2[c:11]([cH:14][cH:15]1)[CH:12]=[CH:13]2.[CH3:1][N:2]([CH:3]=[O:4])[CH3:5].[Cl-:16].[Mg:6].[NH4+:17].[O:18]1[CH2:19][CH2:20][CH2:21][CH2:22]1>>[CH:3](=[O:4])[c:8]1[cH:9][c:10]2[c:11]([cH:14][cH:15]1)[CH:12]=[CH:13]2. The reactants are CN(C1CN2N(C1)C(C(=C2C2=NC(=NC=C2)S(=O)(=O)C)C2=CC=C(C=C2)F)=O)C (6-dimethylamino-2-(4-fluorophenyl)-3-(2-methanesulfonyl-pyrimidin-4-yl)-6,7-dihydro-5H-pyrazolo[1,2-a]pyrazol-1-one), C[C@@H](C1=CC=CC=C1)N ((S)-(−)-α-methyl-benzyl amine). Run in C1(=CC=CC=C1)C (toluene). Reaction conditions: temperature 140 celsius. The product is CN(C1CN2N(C1)C(C(=C2C2=NC(=NC=C2)N[C@@H](C)C2=CC=CC=C2)C2=CC=C(C=C2)F)=O)C (6-dimethylamino-2-(4-fluorophenyl)-3-[2-(1-(S)-phenylethylamino)-pyrimidin-4-yl]-6,7-dihydro-5H-pyrazolo[1,2-a]pyrazol-1-one). As a reaction SMILES: [CH3:1][N:2]([CH3:29])[CH:3]1[CH2:7][N:6]2[C:8](=[O:28])[C:9]([C:21]3[CH:26]=[CH:25][C:24]([F:27])=[CH:23][CH:22]=3)=[C:10]([C:11]3[CH:16]=[CH:15][N:14]=[C:13](S(C)(=O)=O)[N:12]=3)[N:5]2[CH2:4]1.[CH3:30][C@H:31]([NH2:38])[C:32]1[CH:37]=[CH:36][CH:35]=[CH:34][CH:33]=1>C1(C)C=CC=CC=1>[CH3:1][N:2]([CH3:29])[CH:3]1[CH2:7][N:6]2[C:8](=[O:28])[C:9]([C:21]3[CH:26]=[CH:25][C:24]([F:27])=[CH:23][CH:22]=3)=[C:10]([C:11]3[CH:16]=[CH:15][N:14]=[C:13]([NH:38][C@H:31]([C:32]4[CH:37]=[CH:36][CH:35]=[CH:34][CH:33]=4)[CH3:30])[N:12]=3)[N:5]2[CH2:4]1. Procedure: A solution of the crude 6-dimethylamino-2-(4-fluorophenyl)-3-(2-methanesulfonyl-pyrimidin-4-yl)-6,7-dihydro-5H-pyrazolo[1,2-a]pyrazol-1-one, 25, prepared as described herein above (4.2 g, 10 mmol) and (S)-(−)-α-methyl-benzyl amine (45.2 mL, 351 mmol) are dissolved in toluene (100 mL). The resulting mixture is heated to 140° C. for 12 hours, cooled to room temperature and the solvent removed in vacuo. The resulting residue is purified over silica (1:1 EtOAc/hexanes) to afford the desired product. Starting materials: O (water), C(C)(=O)OCC (ethyl acetate), ClC1=NC=C(C=C1N)F (2-chloro-5-fluoropyridin-3-amine), N1=CC=CC=C1 (pyridine). Solvent: CC(C(=O)Cl)=C (2-methylacryloyl chloride). Reaction conditions: time 30 minute. The product is ClC1=NC=C(C=C1NC(C(=C)C)=O)F (N-(2-chloro-5-fluoropyridin-3-yl)-2-methylacrylamide). Reaction SMILES: [Cl:1][C:2]1[C:7]([NH2:8])=[CH:6][C:5]([F:9])=[CH:4][N:3]=1.O.[C:11](OCC)(=[O:13])C.N1[CH:22]=[CH:21][CH:20]=CC=1>CC(=C)C(Cl)=O>[Cl:1][C:2]1[C:7]([NH:8][C:11](=[O:13])[C:21]([CH3:20])=[CH2:22])=[CH:6][C:5]([F:9])=[CH:4][N:3]=1. Procedure details: To a solution of 1.2 g of 2-chloro-5-fluoropyridin-3-amine in 5 mL of pyridine, 0.86 mL of 2-methylacryloyl chloride was added under cooling with ice, and the mixture was stirred at room temperature for 30 minutes. To the reaction mixture, water and ethyl acetate were added, the organic layer was separated, and the aqueous layer was extracted with ethyl acetate. The organic layer and the extract were combined, the resultant solution was washed sequentially with water and a saturated aqueous sodi...